From a dataset of the Open Reaction Database (ORD), a public repository of structured organic reaction records. describe an organic reaction: reactants, conditions, products, and yield The reactants are CCOC(=O)c1cn(CC)c2cc(-c3ccc(S(N)(=O)=O)cc3)c(F)cc2c1=O, CCO, [Na+], [OH-]. Yields the product CCn1cc(C(=O)O)c(=O)c2cc(F)c(-c3ccc(S(N)(=O)=O)cc3)cc21. As a reaction SMILES: [CH2:1]([CH3:2])[n:3]1[cH:4][c:5]([C:25](=[O:26])[O:27][CH2:28][CH3:29])[c:6](=[O:24])[c:7]2[cH:8][c:9]([F:23])[c:10](-[c:13]3[cH:14][cH:15][c:16]([S:19](=[O:20])(=[O:21])[NH2:22])[cH:17][cH:18]3)[cH:11][c:12]12.[CH3:32][CH2:33][OH:34].[Na+:31].[OH-:30]>>[CH2:1]([CH3:2])[n:3]1[cH:4][c:5]([C:25](=[O:26])[OH:27])[c:6](=[O:24])[c:7]2[cH:8][c:9]([F:23])[c:10](-[c:13]3[cH:14][cH:15][c:16]([S:19](=[O:20])(=[O:21])[NH2:22])[cH:17][cH:18]3)[cH:11][c:12]12. The reactants are ClC1=NC(=CC=C1)N1N=NC(=C1)[Si](C)(C)C (2-chloro-6-[4-(trimethylsilyl)-1H-1,2,3-triazol-1-yl]pyridine), CCCC[N+](CCCC)(CCCC)CCCC.[F-] (TBAF). Solvent: O (water), C1CCOC1 (THF). Reaction conditions: time 2 hour. Product: ClC1=NC(=CC=C1)N1N=NC=C1 (2-Chloro-6-(1H-1,2,3-triazol-1-yl)pyridine). Reaction SMILES: [Cl:1][C:2]1[CH:7]=[CH:6][CH:5]=[C:4]([N:8]2[CH:12]=[C:11]([Si](C)(C)C)[N:10]=[N:9]2)[N:3]=1.CCCC[N+](CCCC)(CCCC)CCCC.[F-]>C1COCC1.O>[Cl:1][C:2]1[CH:7]=[CH:6][CH:5]=[C:4]([N:8]2[CH:12]=[CH:11][N:10]=[N:9]2)[N:3]=1 |f:1.2|. Procedure: To a solution of 2-chloro-6-[4-(trimethylsilyl)-1H-1,2,3-triazol-1-yl]pyridine (675 mg, 2.67 mmol) in THF (10 mL) was added TBAF (1.0 M in THF, 8.01 mL, 8.01 mmol). The reaction was stirred at room temperature for 2 h. It was subsequently diluted with water and extracted with EtOAc (2×). The combined organic layers were washed with brine, dried (MgSO4), filtered, and evaporated. The crude residue was purified by flash chromatography (10-60% EtOAc/hexanes) to afford the title compound as a colorl... Reactants: COC1=CC=C(C=C1)CCCCCC1=CC=C(C=C1)OC (1,5-Bis(4-methoxyphenyl)pentane), Br (hydrobromic acid). Solvent: C(C)(=O)O (acetic acid). Product: OC1=CC=C(C=C1)CCCCCC1=CC=C(C=C1)O (1,5-Bis(4-hydroxyphenyl)pentane). The yield is 98.5%. Reaction SMILES: C[O:2][C:3]1[CH:8]=[CH:7][C:6]([CH2:9][CH2:10][CH2:11][CH2:12][CH2:13][C:14]2[CH:19]=[CH:18][C:17]([O:20]C)=[CH:16][CH:15]=2)=[CH:5][CH:4]=1.Br>C(O)(=O)C>[OH:2][C:3]1[CH:4]=[CH:5][C:6]([CH2:9][CH2:10][CH2:11][CH2:12][CH2:13][C:14]2[CH:15]=[CH:16][C:17]([OH:20])=[CH:18][CH:19]=2)=[CH:7][CH:8]=1. Procedure: A mixture of 1,5-bis(4-methoxyphenyl)pentane of Example 8 (60 g, 0.21 mole), 150 ml of hydrobromic acid (47%) and 200 ml of glacial acetic acid was refluxed for 4.5 hours. It was concentrated to a thick liquid, dissolved in ethyl acetate, washed with water, dried over anhydrous magnesium sulfate and concentrated to give 53.0 g of a thick oil. NMR and TLC confirmed the structure. The reactants are [OH-].[Na+] (NaOH), CC1=NC(=NC(=C1)N1CCCC1)\C=C\C1=CC(=CC=C1)[N+](=O)[O-] ((E)-4-methyl-2-[2-(3-nitro-phenyl)-vinyl]-6-pyrrolidin-1-yl-pyrimidine), Cl (HCl), stannous chloride dihydrate. Solvent: C(C)O (ethanol). Conditions: time 12 hour. Product: CC1=NC(=NC(=C1)N1CCCC1)/C=C/C=1C=C(C=CC1)N ((E)-3-[2-(4-methyl-6-pyrrolidin-1-yl-pyrimidin-2-yl)-vinyl]-phenylamine). Isolated yield 65.7%. As a reaction SMILES: [CH3:1][C:2]1[CH:7]=[C:6]([N:8]2[CH2:12][CH2:11][CH2:10][CH2:9]2)[N:5]=[C:4](/[CH:13]=[CH:14]/[C:15]2[CH:20]=[CH:19][CH:18]=[C:17]([N+:21]([O-])=O)[CH:16]=2)[N:3]=1.Cl.[OH-].[Na+]>C(O)C>[CH3:1][C:2]1[CH:7]=[C:6]([N:8]2[CH2:12][CH2:11][CH2:10][CH2:9]2)[N:5]=[C:4](/[CH:13]=[CH:14]/[C:15]2[CH:16]=[C:17]([NH2:21])[CH:18]=[CH:19][CH:20]=2)[N:3]=1 |f:2.3|. Reported procedure: To a suspension of 480 mg (1.57 mmol) of (E)-4-methyl-2-[2-(3-nitro-phenyl)-vinyl]-6-pyrrolidin-1-yl-pyrimidine in 12 ml ethanol were added at RT 1.41 g (6.28 mmol) stannous chloride dihydrate followed by dropwise addition of 1 ml 36% HCl. The mixture was stirred at RT for 12 h, the pH adjusted to pH 7 by dropwise addition of 3N NaOH and then extracted several times with AcOEt. The organic layers were combined, dried over Na2SO4 and concentrated in vacuo. The residue was applied to a silica gel ... Starting materials: NC=1SC=C(N1)/C(/C(=O)NC1[C@@H]2N(C(=C(CS2)\C=C/COC(C)=O)C(=O)O)C1=O)=N/OC(C)=O (7-[(Z)-2-(2-Aminothiazol-4-yl)-2-acetoxyiminoacetamido]-3-[(Z)-3-acetoxy-1-propenyl]-3-cephem-4-carboxylic Acid), C(=O)([O-])[O-].[Na+].[Na+] (Na2CO3), C(C)(=O)OC(C)Br (1-acetoxyethyl bromide), C(C)(=O)OC(C)Br (1-acetoxyethyl bromide). Run in CN(C)C=O (DMF), CCOC(=O)C (AcOEt). Run at temperature 5 celsius, time 30 minute. The product is NC=1SC=C(N1)/C(/C(=O)NC1[C@@H]2N(C(=C(CS2)\C=C/COC(C)=O)C(=O)OC(C)OC(C)=O)C1=O)=N/OC(C)=O (1-Acetoxyethyl 7-[(Z)-2-(2-Aminothiazol-4-yl)-2-acetoxyiminoacetamido]-3-[(Z)-3-acetoxy-1-propenyl]-3-cephem-4-carboxylate). Yield: 53.8%. RXN SMILES: [NH2:1][C:2]1[S:3][CH:4]=[C:5](/[C:7](=[N:30]/[O:31][C:32](=[O:34])[CH3:33])/[C:8]([NH:10][CH:11]2[C:28](=[O:29])[N:13]3[C:14]([C:25]([OH:27])=[O:26])=[C:15](/[CH:18]=[CH:19]\[CH2:20][O:21][C:22](=[O:24])[CH3:23])[CH2:16][S:17][C@H:12]23)=[O:9])[N:6]=1.C([O-])([O-])=O.[Na+].[Na+].[C:41]([O:44][CH:45](Br)[CH3:46])(=[O:43])[CH3:42]>CN(C=O)C.CCOC(C)=O>[NH2:1][C:2]1[S:3][CH:4]=[C:5](/[C:7](=[N:30]/[O:31][C:32](=[O:34])[CH3:33])/[C:8]([NH:10][CH:11]2[C:28](=[O:29])[N:13]3[C:14]([C:25]([O:27][CH:45]([O:44][C:41](=[O:43])[CH3:42])[CH3:46])=[O:26])=[C:15](/[CH:18]=[CH:19]\[CH2:20][O:21][C:22](=[O:24])[CH3:23])[CH2:16][S:17][C@H:12]23)=[O:9])[N:6]=1 |f:1.2.3|. Procedure: To a solution of the product of Example 68 (248 mg, 0.49 mmol) in 25 ml of dry DMF was added Na2CO3 (51 mg, 0.49 mmol) and 1-acetoxyethyl bromide (82 mg, 0.49 mmol) at -10° C. The mixture was stirred at 5° C. for 30 min and 82 mg (0.49 mmol) of 1-acetoxyethyl bromide was added to the suspension. After being stirred for 30 min more, the reaction mixture was diluted with AcOEt (50 ml), washed with water (30 ml×3) and brine, dried over MgSO4 and evaporated under diminished pressure. The crude produ... Starting materials: B, C1CCOC1, CO, COc1cc2c(cc1[N+](=O)[O-])C(=O)NCC2. Yields the product COc1cc2c(cc1[N+](=O)[O-])CNCC2. RXN SMILES: [BH3:17].[CH2:20]1[O:21][CH2:22][CH2:23][CH2:24]1.[CH3:18][OH:19].[CH3:1][O:2][c:3]1[cH:4][c:5]2[c:10]([cH:11][c:12]1[N+:13](=[O:14])[O-:15])[C:9](=[O:16])[NH:8][CH2:7][CH2:6]2>>[CH3:1][O:2][c:3]1[cH:4][c:5]2[c:10]([cH:11][c:12]1[N+:13](=[O:14])[O-:15])[CH2:9][NH:8][CH2:7][CH2:6]2. Reactants: ClC=1N=C(C2=C(N1)NC(S2)=O)Cl (5,7-dichlorothiazolo[4,5-d]pyrimidin-2(3H)-one), C(C)(=O)OC1[C@H](OC(C)=O)[C@H](OC(C)=O)[C@H](O1)COC(C)=O (1,2,3,5-tetra-O-acetyl-D-ribofuranose). The product is S1C(NC=2N=CN=CC21)=O (thiazolo[4,5-d]pyrimidin-2-one). As a reaction SMILES: Cl[C:2]1[N:3]=[C:4](Cl)[C:5]2[S:10][C:9](=[O:11])[NH:8][C:6]=2[N:7]=1.C(OC1O[C@H](COC(=O)C)[C@@H](OC(=O)C)[C@H]1OC(=O)C)(=O)C>>[S:10]1[C:5]2[CH:4]=[N:3][CH:2]=[N:7][C:6]=2[NH:8][C:9]1=[O:11]. Procedure details: In an effort to study the thiazolo[4,5-d]pyrimidine ring system with respect to the order of nucleophilic substitution at the 2,5, and 7 positions and possibly use this information to synthesize the adenosine analog, chlorination of the readily available 2-chlorothiazolo[4,5-d]pyrimidine-5,7(4H,6H)-dione (21) using refluxing POCl3 and N,N-dimethylaniline (Scheme IV) was effected. The desired 2,5,7-trichlorothiazolo[4,5,-d]pyrimidine (22) was obtained along with a small amount of 5,7-dichloro-2-(...